describe an organic reaction: reactants, conditions, products, and yield From a dataset of the Open Reaction Database (ORD), a public repository of structured organic reaction records. Starting materials: C(C)(=O)O[C@H]1[C@@H](O[C@@H]([C@H]([C@@H]1OC(C)=O)OC(C)=O)COC(C)=O)OC1=NNC(=C1CC1=C(C=C(C=C1)OCCCO)C)C(C)C (3-(2,3,4,6-tetra-O-acetyl-β-D-glucopyranosyloxy)-4-{[4-(3-hydroxypropoxy)-2-methylphenyl]-methyl}-5-isopropyl-1H-pyrazole), [N+](=O)([O-])C1=C(C=CC=C1)S(=O)(=O)NCC(=O)N (2-(2-nitrobenzenesulfonylamino)acetoamide), C1(=CC=CC=C1)P(C1=CC=CC=C1)C1=CC=CC=C1 (triphenylphosphine), N(=NC(=O)OCC)C(=O)OCC (diethyl azodicarboxylate). Solvent: O1CCCC1 (tetrahydrofuran). Conditions: time 8 hour. Yields the product C(C)(=O)O[C@H]1[C@@H](O[C@@H]([C@H]([C@@H]1OC(C)=O)OC(C)=O)COC(C)=O)OC1=NNC(=C1CC1=C(C=C(C=C1)OCCCN(CC(N)=O)S(=O)(=O)C1=C(C=CC=C1)[N+](=O)[O-])C)C(C)C (3-(2,3,4,6-tetra-O-acetyl-β-D-glucopyranosyloxy)-5-isopropyl-4-[(4-{3-[N-(2-nitrobenzenesulfonyl)-N-(carbamoylmethyl)amino]propoxy}-2-methylphenyl)methyl]-1H-pyrazole). Isolated yield 68.1%. RXN SMILES: [C:1]([O:4][C@@H:5]1[C@@H:10]([O:11][C:12](=[O:14])[CH3:13])[C@H:9]([O:15][C:16](=[O:18])[CH3:17])[C@@H:8]([CH2:19][O:20][C:21](=[O:23])[CH3:22])[O:7][C@H:6]1[O:24][C:25]1[C:29]([CH2:30][C:31]2[CH:36]=[CH:35][C:34]([O:37][CH2:38][CH2:39][CH2:40]O)=[CH:33][C:32]=2[CH3:42])=[C:28]([CH:43]([CH3:45])[CH3:44])[NH:27][N:26]=1)(=[O:3])[CH3:2].[N+:46]([C:49]1[CH:54]=[CH:53][CH:52]=[CH:51][C:50]=1[S:55]([NH:58][CH2:59][C:60]([NH2:62])=[O:61])(=[O:57])=[O:56])([O-:48])=[O:47].C1(P(C2C=CC=CC=2)C2C=CC=CC=2)C=CC=CC=1.N(C(OCC)=O)=NC(OCC)=O>O1CCCC1>[C:1]([O:4][C@@H:5]1[C@@H:10]([O:11][C:12](=[O:14])[CH3:13])[C@H:9]([O:15][C:16](=[O:18])[CH3:17])[C@@H:8]([CH2:19][O:20][C:21](=[O:23])[CH3:22])[O:7][C@H:6]1[O:24][C:25]1[C:29]([CH2:30][C:31]2[CH:36]=[CH:35][C:34]([O:37][CH2:38][CH2:39][CH2:40][N:58]([S:55]([C:50]3[CH:51]=[CH:52][CH:53]=[CH:54][C:49]=3[N+:46]([O-:48])=[O:47])(=[O:57])=[O:56])[CH2:59][C:60](=[O:61])[NH2:62])=[CH:33][C:32]=2[CH3:42])=[C:28]([CH:43]([CH3:44])[CH3:45])[NH:27][N:26]=1)(=[O:3])[CH3:2]. Procedure: To a solution of 3-(2,3,4,6-tetra-O-acetyl-β-D-glucopyranosyloxy)-4-{[4-(3-hydroxypropoxy)-2-methylphenyl]-methyl}-5-isopropyl-1H-pyrazole (98 mg) in tetrahydrofuran (2 mL) were added 2-(2-nitrobenzenesulfonylamino)acetoamide (40 mg), triphenylphosphine (45 mg) and diethyl azodicarboxylate (40% toluene solution, 0.1 mL), and the mixture was stirred at room temperature overnight. The reaction mixture was purified by column chromatography on silica gel (eluent: ethyl acetate-dichloromethane/methan... The reactants are [O-][Cl+3]([O-])([O-])O, COC=C(C)c1ccccc1Cl. The product is CC(C=O)c1ccccc1Cl. RXN SMILES: [Cl+3:13]([OH:14])([O-:15])([O-:16])[O-:17].[Cl:1][c:2]1[c:3]([C:8](=[CH:9][O:10][CH3:11])[CH3:12])[cH:4][cH:5][cH:6][cH:7]1>>[Cl:1][c:2]1[c:3]([CH:8]([CH:9]=[O:10])[CH3:12])[cH:4][cH:5][cH:6][cH:7]1.